This data is from the Open Reaction Database (ORD), a public repository of structured organic reaction records. The task is: describe an organic reaction: reactants, conditions, products, and yield The reactants are CN(C)C=O, [Cl-], CSc1nsc(Cl)n1, [H-], [Na+], [Na+], OCc1ccncn1. Yields the product CSc1nsc(OCc2ccncn2)n1. As a reaction SMILES: [CH3:21][N:22]([CH3:23])[CH:24]=[O:25].[Cl-:20].[Cl:1][c:2]1[n:3][c:4]([S:7][CH3:8])[n:5][s:6]1.[H-:17].[Na+:18].[Na+:19].[n:9]1[cH:10][n:11][c:12]([CH2:15][OH:16])[cH:13][cH:14]1>>[c:2]1([O:16][CH2:15][c:12]2[n:11][cH:10][n:9][cH:14][cH:13]2)[n:3][c:4]([S:7][CH3:8])[n:5][s:6]1.